This data is from the Open Reaction Database (ORD), a public repository of structured organic reaction records. The task is: describe an organic reaction: reactants, conditions, products, and yield Starting materials: NC1=CC(=C(OC2=C(C(=O)OCC)C=CC(=C2)F)C=C1)Cl (ethyl 2-(4-amino-2-chlorophenoxy)-4-fluorobenzoate), [B-](F)(F)(F)F.C1=CC=NC=C1.C1=CC=NC=C1.[IH2+] (bis(pyridine)iodonium tetrafluoroborate). The solvent is C(C)(=O)OCC (ethyl acetate), ClCCl (dichloromethane). Run at time 4 hour. The product is NC1=CC(=C(OC2=C(C(=O)OCC)C=CC(=C2)F)C=C1I)Cl (ethyl 2-(4-amino-2-chloro-5-iodophenoxy)-4-fluorobenzoate). RXN SMILES: [NH2:1][C:2]1[CH:20]=[CH:19][C:5]([O:6][C:7]2[CH:17]=[C:16]([F:18])[CH:15]=[CH:14][C:8]=2[C:9]([O:11][CH2:12][CH3:13])=[O:10])=[C:4]([Cl:21])[CH:3]=1.[B-](F)(F)(F)F.C1C=CN=CC=1.C1C=CN=CC=1.[IH2+:39]>ClCCl.C(OCC)(=O)C>[NH2:1][C:2]1[C:20]([I:39])=[CH:19][C:5]([O:6][C:7]2[CH:17]=[C:16]([F:18])[CH:15]=[CH:14][C:8]=2[C:9]([O:11][CH2:12][CH3:13])=[O:10])=[C:4]([Cl:21])[CH:3]=1 |f:1.2.3.4|. Reported procedure: To a solution of EXAMPLE 242A (8.15 g) in dichloromethane (60 mL) was added bis(pyridine)iodonium tetrafluoroborate (9.79 g). The mixture was stirred at room temperature for 4 hours. The mixture was diluted with ethyl acetate (200 mL) and washed with aqueous Na2S2O3, water, brine and dried over Na2SO4. The mixture was filtered, and the solvent was evaporated and the residue was loaded on a column and eluted with 10% ethyl acetate in hexane to give the pure product. The reactants are N1CCCC1 (pyrrolidine), C1(=CC=CC=C1)C1CCC(CC1)=O (4-phenylcyclohexanone). The reagents and catalysts are [Ti](Cl)(Cl)(Cl)Cl (titanium tetrachloride), [Ti](Cl)(Cl)(Cl)Cl (titanium tetrachloride). The solvent is CCCCCC (n-hexane), CCCCCC (n-hexane), CCCCCC (n-hexane), CCCCCC (n-hexane), CCCCCC (n-hexane). Run at temperature 0 celsius, time 2 hour. The product is C1(=CC=CC=C1)C1CC=C(CC1)N1CCCC1 (1-(4-phenylcyclohex-1-enyl)pyrrolidine). Yield: 51.7%. As a reaction SMILES: [NH:1]1[CH2:5][CH2:4][CH2:3][CH2:2]1.[C:6]1([CH:12]2[CH2:17][CH2:16][C:15](=O)[CH2:14][CH2:13]2)[CH:11]=[CH:10][CH:9]=[CH:8][CH:7]=1>CCCCCC.[Ti](Cl)(Cl)(Cl)Cl>[C:6]1([CH:12]2[CH2:17][CH2:16][C:15]([N:1]3[CH2:5][CH2:4][CH2:3][CH2:2]3)=[CH:14][CH2:13]2)[CH:11]=[CH:10][CH:9]=[CH:8][CH:7]=1. Procedure details: 36.8 g (0.517 mole) of pyrrolidine dissolved in 170 ml of n-hexane were added dropwise to 30.0 g (0.172 mole) of 4-phenylcyclohexanone dissolved in 860 ml of n-hexane, and the solution was cooled to 0° C. in an ice bath. 18.0 g (0.095 mole) of titanium tetrachloride dissolved in 140 ml of n-hexane were added dropwise within one hour at 0° C.-10° C., stirred for a further two hours at RT, following which the suspension was filtered. The filtrate was concentrated by evaporation on a rotary evapora... Starting materials: FC=1C=C(C=CC1)CN1C2=CC=CC(=C2C=2C(CCCC12)=O)C(=O)OC (9-[(3-fluorophenyl)methyl]-5-carbomethoxy-1,2-dihydrocarbazol-4(3H)-one), ClC=1C(C(=C(C(C1Cl)=O)C#N)C#N)=O (2,3-dichloro-5,6-dicyano-1,4-benzoquinone). Run in C1(=CC=CC=C1)C (toluene). Yields the product FC=1C=C(C=CC1)CN1C2=CC=CC(=C2C=2C(=CC=CC12)O)C(=O)OC (9-[(3-fluorophenyl)methyl]-4-hydroxy-5-carbomethoxy carbazole). Yield: 31.7%. RXN SMILES: [F:1][C:2]1[CH:3]=[C:4]([CH2:8][N:9]2[C:21]3[CH2:20][CH2:19][CH2:18][C:17](=[O:22])[C:16]=3[C:15]3[C:10]2=[CH:11][CH:12]=[CH:13][C:14]=3[C:23]([O:25][CH3:26])=[O:24])[CH:5]=[CH:6][CH:7]=1.ClC1C(=O)C(C#N)=C(C#N)C(=O)C=1Cl>C1(C)C=CC=CC=1>[F:1][C:2]1[CH:3]=[C:4]([CH2:8][N:9]2[C:21]3[CH:20]=[CH:19][CH:18]=[C:17]([OH:22])[C:16]=3[C:15]3[C:10]2=[CH:11][CH:12]=[CH:13][C:14]=3[C:23]([O:25][CH3:26])=[O:24])[CH:5]=[CH:6][CH:7]=1. Procedure: A solution of the 9-[(3-fluorophenyl)methyl]-5-carbomethoxy-1,2-dihydrocarbazol-4(3H)-one (434.0 mg, 1.23 mM) and 2,3-dichloro-5,6-dicyano-1,4-benzoquinone (324.0 mg, 1.42 mM) in 20 mL of toluene was stirred between 70-80° C. for 5 h. The mixture was purified directly by column chromatography on silica gel (elution with methylene chloride) to afford 137.0 mg (32%) of the 9-[(3-fluorophenyl)methyl]-4-hydroxy-5-carbomethoxy carbazole as a yellow foam. 1H NMR (DMSO-d6) δ10.2 (s, 1H), 7.7 (d, 1H, J=... Starting materials: C(C)(C)(C)OC(=O)C=1SC(=CC1)C (5-Methyl-thiophene-2-carboxylic acid tert-butyl ester), C1CCCCC1 (cyclohexan), BrN1C(CCC1=O)=O (N-bromosuccinimide). Solvent: C(C)OC(C)=O (ethylacetate). The product is C(C)(C)(C)OC(=O)C=1SC(=CC1)CBr (5-bromomethylthiophene-2-carboxylic acid tert-butyl ester). Yield: 98.6%. Reaction SMILES: [C:1]([O:5][C:6]([C:8]1[S:9][C:10]([CH3:13])=[CH:11][CH:12]=1)=[O:7])([CH3:4])([CH3:3])[CH3:2].C1CCCCC1.[Br:20]N1C(=O)CCC1=O>C(OC(=O)C)C>[C:1]([O:5][C:6]([C:8]1[S:9][C:10]([CH2:13][Br:20])=[CH:11][CH:12]=1)=[O:7])([CH3:4])([CH3:3])[CH3:2]. Reported procedure: To 5-Methyl-thiophene-2-carboxylic acid tert-butyl ester (10.8 g, 54.5 mmol) was added cyclohexan (100 mL) and N-bromosuccinimide (9.7 g, 54.5 mmol) and was heated at reflux overnight. The suspension was to added ethylacetate (200 mL) and the organic solution was washed with water (4×100 mL). The solvent was removed in vacuo to yield 14.9 g of 5-bromomethylthiophene-2-carboxylic acid tert-butyl ester. Starting materials: C(O)([O-])=O.[Na+] (sodium hydrogen carbonate), O=C(/C=C/[C@@H]1[C@H]2CC(O[C@H]2C[C@H]1OC(C1=CC=CC=C1)=O)=O)[C@H](C)C=1C=C(C=CC1)C ((1S,5R,6R,7R)-6-[(1E,4R)-3-oxo-4-(m-tolyl)-1-pentenyl]-7-benzoyloxy-2-oxabicyclo[3.3.0]octan-3-one), CC(=O)C (Acetone), B([C@@H]1C[C@@H]2C[C@H]([C@H]1C)C2(C)C)([C@@H]3C[C@@H]4C[C@H]([C@H]3C)C4(C)C)Cl ((−)-B-chlorodiisopinocampheylborane). Solvent: C1CCOC1 (THF). Yields the product O[C@H](/C=C/[C@@H]1[C@H]2CC(O[C@H]2C[C@H]1OC(C1=CC=CC=C1)=O)=O)[C@H](C)C=1C=C(C=CC1)C ((1S,5R,6R,7R)-6-[(1E,3R,4R)-3-hydroxy-4-(m-tolyl)-1-pentenyl]-7-benzoyloxy-2-oxabicyclo[3.3.0]octan-3-one). The yield is 440.0%. RXN SMILES: [O:1]=[C:2]([C@@H:23]([C:25]1[CH:26]=[C:27]([CH3:31])[CH:28]=[CH:29][CH:30]=1)[CH3:24])/[CH:3]=[CH:4]/[C@H:5]1[C@H:12]([O:13][C:14](=[O:21])[C:15]2[CH:20]=[CH:19][CH:18]=[CH:17][CH:16]=2)[CH2:11][C@H:10]2[C@@H:6]1[CH2:7][C:8](=[O:22])[O:9]2.B(Cl)([C@H]1[C@H](C)[C@@H]2C(C)(C)[C@@H](C2)C1)[C@H]1[C@H](C)[C@@H]2C(C)(C)[C@@H](C2)C1.CC(C)=O.C(=O)([O-])O.[Na+]>C1COCC1>[OH:1][C@@H:2]([C@@H:23]([C:25]1[CH:26]=[C:27]([CH3:31])[CH:28]=[CH:29][CH:30]=1)[CH3:24])/[CH:3]=[CH:4]/[C@H:5]1[C@H:12]([O:13][C:14](=[O:21])[C:15]2[CH:20]=[CH:19][CH:18]=[CH:17][CH:16]=2)[CH2:11][C@H:10]2[C@@H:6]1[CH2:7][C:8](=[O:22])[O:9]2 |f:3.4|. Procedure details: A solution of enone{(1S,5R,6R,7R)-6-[(1E,4R)-3-oxo-4-(m-tolyl)-1-pentenyl]-7-benzoyloxy-2-oxabicyclo[3.3.0]octan-3-one} (147.0 g) synthesized in Example 3 in THF (1480 mL) was cooled to −40° C., (−)-B-chlorodiisopinocampheylborane (1.7 M hexane solution) (721 mL) was added, and the mixture was stirred under ice-cooling for 20 hr. Acetone (183 mL) was added and the mixture was stirred for 3 hr. Aqueous sodium hydrogen carbonate was added, and the mixture was extracted with t-butyl methyl ether. T...